This data is from the Open Reaction Database (ORD), a public repository of structured organic reaction records. The task is: describe an organic reaction: reactants, conditions, products, and yield Reactants: C1CCOC1, Clc1ccc(Cl)s1, Cl, [Mg], O=C1CCCCC1, O. Product: OC1(c2ccc(Cl)s2)CCCCC1. Reaction SMILES: [CH2:17]1[O:18][CH2:19][CH2:20][CH2:21]1.[Cl:2][c:3]1[s:4][c:5]([Cl:8])[cH:6][cH:7]1.[ClH:16].[Mg:1].[O:9]=[C:10]1[CH2:11][CH2:12][CH2:13][CH2:14][CH2:15]1.[OH2:22]>>[Cl:2][c:3]1[s:4][c:5]([C:10]2([OH:9])[CH2:11][CH2:12][CH2:13][CH2:14][CH2:15]2)[cH:6][cH:7]1.